This data is from the Open Reaction Database (ORD), a public repository of structured organic reaction records. The task is: describe an organic reaction: reactants, conditions, products, and yield Reactants: O (water), OCC(=O)C1=CC=CC=C1 (2-hydroxyacetophenone), [O-]C#N.[K+] (potassium cyanate), C(C)(=O)O (acetic acid). Run in C(C)(C)O (isopropanol). Reaction conditions: temperature 50 celsius, time 5 hour. The product is C1(=CC=CC=C1)C=1NC(OC1)=O (4-Phenyl-1,3-oxazol-2(3H)-one). Yield: 40.8%. As a reaction SMILES: [OH:1][CH2:2][C:3]([C:5]1[CH:10]=[CH:9][CH:8]=[CH:7][CH:6]=1)=O.[O-:11][C:12]#[N:13].[K+].C(O)(=O)C.O>C(O)(C)C>[C:5]1([C:3]2[NH:13][C:12](=[O:11])[O:1][CH:2]=2)[CH:10]=[CH:9][CH:8]=[CH:7][CH:6]=1 |f:1.2|. Procedure details: To a solution of 2-hydroxyacetophenone (10.0 g, 73.4 mmol) and potassium cyanate (11.9 g, 147 mmol) in isopropanol (50 ml) was added dropwise acetic acid (10.1 ml, 176 mmol) at 50° C., and the mixture was stirred at 50° C. for 5 hours. The reaction mixture was poured to water and extracted with ethyl acetate. The extract was washed with water and dried over anhydrous magnesium sulfate, and the solvent was distilled off under reduced pressure. The residue was purified by silica gel column chromat... Starting materials: CC(C)OCCOCc1ccc(OCC2CO2)cc1, NCCCOc1ccc(C2=NNC(=O)CC2)cc1Cl. The product is CC(C)OCCOCc1ccc(OCC(O)CNCCCOc2ccc(C3=NNC(=O)CC3)cc2Cl)cc1. As a reaction SMILES: [CH:1]([CH3:2])([CH3:3])[O:4][CH2:5][CH2:6][O:7][CH2:8][c:9]1[cH:10][cH:11][c:12]([O:13][CH2:14][CH:15]2[CH2:16][O:17]2)[cH:18][cH:19]1.[NH2:20][CH2:21][CH2:22][CH2:23][O:24][c:25]1[c:26]([Cl:38])[cH:27][c:28]([C:31]2=[N:36][NH:35][C:34](=[O:37])[CH2:33][CH2:32]2)[cH:29][cH:30]1>>[CH:1]([CH3:2])([CH3:3])[O:4][CH2:5][CH2:6][O:7][CH2:8][c:9]1[cH:10][cH:11][c:12]([O:13][CH2:14][CH:15]([CH2:16][NH:20][CH2:21][CH2:22][CH2:23][O:24][c:25]2[c:26]([Cl:38])[cH:27][c:28]([C:31]3=[N:36][NH:35][C:34](=[O:37])[CH2:33][CH2:32]3)[cH:29][cH:30]2)[OH:17])[cH:18][cH:19]1. Reactants: C1CCOC1 (THF), [Si](C)(C)(C(C)(C)C)OC1C(C2=CC=C(C=C2C(C1)(F)F)F)=O (2-((tert-Butyldimethylsilyl)oxy)-4,4,6-trifluoro-3,4-dihydronaphthalen-1(2H)-one), F (hydrogen fluoride). The solvent is N1=CC=CC=C1 (pyridine). Yields the product FC1(CC(C(C2=CC=C(C=C12)F)(O)C(C)C)O)F (4,4,6-Trifluoro-1-isopropyl-1,2,3,4-tetrahydronaphthalene-1,2-diol). Yield: 69.0%. Reaction SMILES: [CH2:1]1[CH2:5]OC[CH2:2]1.[Si]([O:13][CH:14]1[CH2:23][C:22]([F:25])([F:24])[C:21]2[C:16](=[CH:17][CH:18]=[C:19]([F:26])[CH:20]=2)[C:15]1=[O:27])(C(C)(C)C)(C)C.F>N1C=CC=CC=1>[F:25][C:22]1([F:24])[C:21]2[C:16](=[CH:17][CH:18]=[C:19]([F:26])[CH:20]=2)[C:15]([CH:1]([CH3:5])[CH3:2])([OH:27])[CH:14]([OH:13])[CH2:23]1. Procedure: A THF solution (8 mL) of 2-((tert-butyldimethylsilyl)oxy)-4,4,6-trifluoro-3,4-dihydronaphthalen-1(2H)-one 54 (0.585 g, 1.77 mmol) was cooled to 0° C. and a solution of hydrogen fluoride in pyridine (70%, 200 μL) was added dropwise. The reaction was allowed to warm to ambient temperature over 12 h at which point the reaction was quenched with an aqueous solution of saturated sodium bicarbonate, volatiles were removed and the mixture was re-dissolved in ethyl acetate. The aqueous phase was extract... Reactants: O=C1COc2ccc(Br)cc2N1, O=C([O-])O, COCCOC, [Na+], O, OB(O)c1ccncc1. Product: O=C1COc2ccc(-c3ccncc3)cc2N1. As a reaction SMILES: [Br:1][c:2]1[cH:3][cH:4][c:5]2[c:6]([cH:12]1)[NH:7][C:8](=[O:11])[CH2:9][O:10]2.[C:22](=[O:23])([OH:24])[O-:25].[CH3:27][O:28][CH2:29][CH2:30][O:31][CH3:32].[Na+:26].[OH2:33].[n:13]1[cH:14][cH:15][c:16]([B:19]([OH:20])[OH:21])[cH:17][cH:18]1>>[c:2]1(-[c:16]2[cH:15][cH:14][n:13][cH:18][cH:17]2)[cH:3][cH:4][c:5]2[c:6]([cH:12]1)[NH:7][C:8](=[O:11])[CH2:9][O:10]2. The reactants are OOS(=O)[O-].[K+] (OXONE), CCOC(=O)C (EtOAc), C[C@@H]1CC(=O)C=C2[C@]1(C[C@@H](CC2)C(=C)C)C (Nootkatone), [O-]S(=O)[O-].[Na+].[Na+] (Na2SO3). Reagents/catalysts: O=[Os](=O)(=O)=O (OsO4). The solvent is CN(C)C=O (DMF). Reaction conditions: time 5 minute. The product is C(C)(=O)[C@H]1C[C@@]2([C@H](CC(C=C2CC1)=O)C)C ((4S, 4aR, 6R)-6-Acetyl-4,4a-dimethyl-4,4a,5,6,7,8-hexahydro-3H-naphthalen-2-one). Yield: 60.0%. RXN SMILES: [CH3:1][C@H:2]1[C@:8]2([CH3:16])[CH2:9][C@H:10]([C:13](C)=[CH2:14])[CH2:11][CH2:12][C:7]2=[CH:6][C:4](=[O:5])[CH2:3]1.[OH:17]OS([O-])=O.[K+].[O-]S([O-])=O.[Na+].[Na+].CCOC(C)=O>CN(C=O)C.O=[Os](=O)(=O)=O>[C:13]([C@@H:10]1[CH2:11][CH2:12][C:7]2[C@@:8]([CH3:16])([C@@H:2]([CH3:1])[CH2:3][C:4](=[O:5])[CH:6]=2)[CH2:9]1)(=[O:17])[CH3:14] |f:1.2,3.4.5|. Reported procedure: Nootkatone (250 mg) was dissolved in DMF (15 mL), and OsO4 (0.14 mL, 2.5% in tBuOH) was added and stirred for 5 min. OXONE (1.40 g) was added in one portion and the reaction had a final volume (18 mL). The reaction was stirred at room temperature for 3 hours or until the solution becomes colorless. This usually marks the completion of the reaction which was verified by TLC or GC. Na2SO3 (3.0 g) was added, to reduce the remaining Os(VIII), and stirred for an additional hour or until solution beca... Starting materials: CC=1NC(CSC1C1C=CN(C=C1)C(=O)OCC(Cl)(Cl)Cl)=O (5-methyl-6-[1-(2,2,2-trichloroethoxycarbonyl)-1,4-dihydro-4-pyridinyl]-2H-1,4-thiazin-3(4H)-one), C(Cl)(Cl)Cl.CO (chloroform methanol). Reagents/catalysts: [Zn] (Zinc). The solvent is C(=O)O (formic acid). Reaction conditions: time 3 hour. Yields the product CC=1NC(CSC1C1=CC=NC=C1)=O (5-methyl-6-(4-pyridinyl)-2H-1,4-thiazin-3(4H)-one). Yield: 37.1%. RXN SMILES: [CH3:1][C:2]1[NH:3][C:4](=[O:22])[CH2:5][S:6][C:7]=1[CH:8]1[CH:13]=[CH:12][N:11](C(OCC(Cl)(Cl)Cl)=O)[CH:10]=[CH:9]1.C(Cl)(Cl)Cl.CO>C(O)=O.[Zn]>[CH3:1][C:2]1[NH:3][C:4](=[O:22])[CH2:5][S:6][C:7]=1[C:8]1[CH:13]=[CH:12][N:11]=[CH:10][CH:9]=1 |f:1.2|. Procedure: Zinc powder (1.7 g) was added to a solution of 5-methyl-6-[1-(2,2,2-trichloroethoxycarbonyl)-1,4-dihydro-4-pyridinyl]-2H-1,4-thiazin-3(4H)-one (1g) in formic acid (14 ml) and the mixture was stirred at ambient temperature for 3 hours. The mixture was filtered and the filtrate was evaporated to dryness. The residue was dissolved in water (30 ml), was adjusted to pH 7.0 by 1N aqueous sodium hydroxide, was extracted with chloroform and was dried over magnesium sulfate. Chloroform was removed and th... Reactants: BrC1=NC(=CN=C1NC(C)=O)C1=CC(=CC=C1)NC(C)=O (2-bromo-3-acetamido-6-(3-acetamidophenyl)pyrazine), C1(=CC=CC=C1)P(C1=CC=CC=2C(C3=CC=CC(=C3OC12)P(C1=CC=CC=C1)C1=CC=CC=C1)(C)C)C1=CC=CC=C1 (4,5-bis(diphenylphosphino)-9,9-dimethylxanthene), COC=1C=C(N)C=C(C1OC)OC (3,4,5-trimethoxyaniline), CC(C)([O-])C.[Na+] (sodium tert-butoxide). The solvent is C1(=CC=CC=C1)C (toluene). Reaction conditions: temperature 110 celsius. Product: COC=1C=C(C=C(C1OC)OC)NC1=NC(=CN=C1NC(C)=O)C1=CC(=CC=C1)NC(C)=O (2-(3,4,5-Trimethoxyphenylamino)-3-acetamido-6-(3-acetamidophenyl)pyrazine). Isolated yield 16.9%. Reaction SMILES: Br[C:2]1[C:7]([NH:8][C:9](=[O:11])[CH3:10])=[N:6][CH:5]=[C:4]([C:12]2[CH:17]=[CH:16][CH:15]=[C:14]([NH:18][C:19](=[O:21])[CH3:20])[CH:13]=2)[N:3]=1.[CH3:22][O:23][C:24]1[CH:25]=[C:26]([CH:28]=[C:29]([O:33][CH3:34])[C:30]=1[O:31][CH3:32])[NH2:27].CC(C)([O-])C.[Na+].C1(P(C2C=CC=CC=2)C2C3OC4C(=CC=CC=4P(C4C=CC=CC=4)C4C=CC=CC=4)C(C)(C)C=3C=CC=2)C=CC=CC=1>C1(C)C=CC=CC=1>[CH3:34][O:33][C:29]1[CH:28]=[C:26]([NH:27][C:2]2[C:7]([NH:8][C:9](=[O:11])[CH3:10])=[N:6][CH:5]=[C:4]([C:12]3[CH:17]=[CH:16][CH:15]=[C:14]([NH:18][C:19](=[O:21])[CH3:20])[CH:13]=3)[N:3]=2)[CH:25]=[C:24]([O:23][CH3:22])[C:30]=1[O:31][CH3:32] |f:2.3|. Reported procedure: Method AA. In a tube suitable for microwave irradiation provided with stirring and an argon atmosphere were placed 2-bromo-3-acetamido-6-(3-acetamidophenyl)pyrazine (32 mg, 0.09164 mmol), 3,4,5-trimethoxyaniline (33.6 mg, 0.1833 mmol), sodium tert-butoxide (18 mg, 0.1833 mmol), Pd(0)2 dba3 (8.4 mg, 9.164 μmol), 4,5-bis(diphenylphosphino)-9,9-dimethylxanthene (Xant phos) (5.3 mg, 9.164 μmol) and dry toluene 1.5 mL). The tube was heated by microwave irradiation at 110° C. for 30 minutes. The react... Reactants: C1(=CC=CC=C1)S(=O)(=O)C1=C(C=C(C=C1F)Br)F (4-bromo-2,6-difluorophenyl phenyl sulfone), ClC=1C=CC(=C(C1)B(O)O)OC (5-chloro-2-methoxybenzene boronic acid). Procedure details: The subtitle compound was prepared by the method of example 2 step (ii) using the product of step (i) and 5-chloro-2-methoxybenzene boronic acid which was used directly in step (iv) without further characterisation. The product is C1(=CC=CC=C1)S(=O)(=O)C1=C(C=C(C=C1F)C1=C(C=CC(=C1)Cl)OC)F (5′-chloro-3,5-difluoro-2′-methoxybiphenyl-4-yl phenyl sulfone). Reaction SMILES: [C:1]1([S:7]([C:10]2[C:15]([F:16])=[CH:14][C:13](Br)=[CH:12][C:11]=2[F:18])(=[O:9])=[O:8])[CH:6]=[CH:5][CH:4]=[CH:3][CH:2]=1.[Cl:19][C:20]1[CH:21]=[CH:22][C:23]([O:29][CH3:30])=[C:24](B(O)O)[CH:25]=1>>[C:1]1([S:7]([C:10]2[C:15]([F:16])=[CH:14][C:13]([C:22]3[CH:21]=[C:20]([Cl:19])[CH:25]=[CH:24][C:23]=3[O:29][CH3:30])=[CH:12][C:11]=2[F:18])(=[O:9])=[O:8])[CH:6]=[CH:5][CH:4]=[CH:3][CH:2]=1. The reactants are C(C1=CC=CC=C1)O[C@@H]1[C@H]2C(OC)O[C@@H]1[C@@H](OCC1=CC=CC=C1)CN2 (Methyl 3,5-di-O-benzyl-2,6-dideoxy-2,6-imino-L-gulofuranoside), C([O-])(O)=O.[Na+] (sodium bicarbonate), C(C1=CC=CC=C1)OC(=O)Cl (benzylchloroformate). Solvent: C(C)OCC (diethyl ether). Conditions: time 2 hour. Yields the product C(C1=CC=CC=C1)OC(=O)N1[C@@H]2C(OC)O[C@@H]([C@@H]2OCC2=CC=CC=C2)[C@@H](OCC2=CC=CC=C2)C1 (Methyl N-benzyloxycarbonyl-3,5-di-O-benzyl-2,6-dideoxy-2,6-imino-L-gulofuranoside). Reaction SMILES: [CH2:1]([O:8][C@H:9]1[C@H:15]2[C@H:16]([CH2:25][NH:26][C@@H:10]1[CH:11]([O:14]2)[O:12][CH3:13])[O:17][CH2:18][C:19]1[CH:24]=[CH:23][CH:22]=[CH:21][CH:20]=1)[C:2]1[CH:7]=[CH:6][CH:5]=[CH:4][CH:3]=1.C(=O)(O)[O-].[Na+].[CH2:32]([O:39][C:40](Cl)=[O:41])[C:33]1[CH:38]=[CH:37][CH:36]=[CH:35][CH:34]=1>C(OCC)C>[CH2:32]([O:39][C:40]([N:26]1[CH2:25][C@H:16]([O:17][CH2:18][C:19]2[CH:24]=[CH:23][CH:22]=[CH:21][CH:20]=2)[C@@H:15]2[C@H:9]([O:8][CH2:1][C:2]3[CH:3]=[CH:4][CH:5]=[CH:6][CH:7]=3)[C@H:10]1[CH:11]([O:14]2)[O:12][CH3:13])=[O:41])[C:33]1[CH:38]=[CH:37][CH:36]=[CH:35][CH:34]=1 |f:1.2|. Reported procedure: To the crude amine (15), in a solution of diethyl ether:saturated sodium bicarbonate (3:2, 20 ml), was added benzylchloroformate (0.2 ml, 1.2 mmol). The reaction was then stirred, at such a rate as to make it one phase, for 2 hours. The aqueous phase was then separated and washed with diethyl ether (3×10 ml). The combined ethereal layers were then dried (sodium sulphate) and the solvent removed in vacuo. Purification by flash chromatography (0-50%, diethyl ether/hexane) then yielded methyl N-ben...